From a dataset of the Open Reaction Database (ORD), a public repository of structured organic reaction records. describe an organic reaction: reactants, conditions, products, and yield Starting materials: OC(COC)C1=CN=C(S1)C(CCC(C(CC1CCOCC1)C1=NC=C(C=C1)SC)=O)=O (1-[5-(1-hydroxy-2-methoxyethyl)-1,3-thiazol-2-yl]-5-[5-(methylsulfanyl)pyridin-2-yl]-6-(tetrahydro-2H-pyran-4-yl)hexane-1,4-dione), C(C)(=O)[O-].[NH4+] (ammonium acetate), C(O)([O-])=O.[Na+] (sodium hydrogen carbonate). The solvent is C(C)(=O)OCC (ethyl acetate), C(C)(=O)O (acetic acid). Reaction conditions: temperature 110 celsius, time 1 hour. Yields the product COCC(O)C1=CN=C(S1)C=1NC(=CC1)C(CC1CCOCC1)C1=NC=C(C=C1)SC (2-methoxy-1-[2-(5-{1-[5-(methylsulfanyl)pyridin-2-yl]-2-(tetrahydro-2H-pyran-4-yl)ethyl}-1H-pyrrol-2-yl)-1,3-thiazol-5-yl]ethanol). Yield: 63.5%. RXN SMILES: [OH:1][CH:2]([C:6]1[S:10][C:9]([C:11](=O)[CH2:12][CH2:13][C:14](=O)[CH:15]([C:23]2[CH:28]=[CH:27][C:26]([S:29][CH3:30])=[CH:25][N:24]=2)[CH2:16][CH:17]2[CH2:22][CH2:21][O:20][CH2:19][CH2:18]2)=[N:8][CH:7]=1)[CH2:3][O:4][CH3:5].C([O-])(=O)C.[NH4+:37].C(=O)([O-])O.[Na+]>C(O)(=O)C.C(OCC)(=O)C>[CH3:5][O:4][CH2:3][CH:2]([C:6]1[S:10][C:9]([C:11]2[NH:37][C:14]([CH:15]([C:23]3[CH:28]=[CH:27][C:26]([S:29][CH3:30])=[CH:25][N:24]=3)[CH2:16][CH:17]3[CH2:22][CH2:21][O:20][CH2:19][CH2:18]3)=[CH:13][CH:12]=2)=[N:8][CH:7]=1)[OH:1] |f:1.2,3.4|. Procedure details: To a solution of 1-[5-(1-hydroxy-2-methoxyethyl)-1,3-thiazol-2-yl]-5-[5-(methylsulfanyl)pyridin-2-yl]-6-(tetrahydro-2H-pyran-4-yl)hexane-1,4-dione (103 mg) in acetic acid (1.7 mL) was added ammonium acetate (265 mg), and the mixture was stirred at 110° C. for 1 hr. After cooling to room temperature, the mixture was neutralized with saturated aqueous sodium hydrogen carbonate solution. The reaction mixture was diluted with ethyl acetate and washed with water. The ethyl acetate layer was dried (Mg...